This data is from the Open Reaction Database (ORD), a public repository of structured organic reaction records. The task is: describe an organic reaction: reactants, conditions, products, and yield Starting materials: [OH-].[K+] (KOH), ClCC1CC1 ((chloromethyl)cyclopropane), [N+](=O)([O-])C1=C(N)C=CC(=C1)SC#N (2-nitro-4-thiocyanoaniline), [BH4-].[Na+] (sodium borohydride). The solvent is C(C)O (ethanol), C(C)O (ethanol), C(C)O (ethanol), C(Cl)(Cl)Cl (CHCl3), O (water). Conditions: time 15 minute. Product: C1(CC1)CSC1=CC(=C(N)C=C1)[N+](=O)[O-] (4(Cyclopropylmethyl)thio-2-nitroaniline). Isolated yield 67.6%. As a reaction SMILES: [N+:1]([C:4]1[CH:10]=[C:9]([S:11][C:12]#N)[CH:8]=[CH:7][C:5]=1[NH2:6])([O-:3])=[O:2].[BH4-].[Na+].[OH-].[K+].ClC[CH:20]1[CH2:22][CH2:21]1>C(O)C.C(Cl)(Cl)Cl.O>[CH:20]1([CH2:12][S:11][C:9]2[CH:8]=[CH:7][C:5]([NH2:6])=[C:4]([N+:1]([O-:3])=[O:2])[CH:10]=2)[CH2:22][CH2:21]1 |f:1.2,3.4|. Procedure details: To a stirred mixture of 11.7 g (0.06 mole) of 2-nitro-4-thiocyanoaniline in 500 ml of absolute ethanol under nitrogen there is added 2.5 g (0.06 mole) of sodium borohydride in portions. The mixture is stirred at room temperature for 15 minutes and then refluxed for 15 minutes. The heating mantle is removed and 3.9 g (0.06 mole) of KOH in 25 ml of absolute ethanol is added. THe mixture is stirred for 1 minute. A solution of 4.8 g (0.06 mole) of (chloromethyl)cyclopropane in 10 ml of absolute etha... The reactants are NC(CNC1(CCCCC1)C(=O)OC)(C)C1=CC(=CC(=C1)F)F (Methyl 1-{[2-amino-2-(3,5-difluorophenyl)propyl]amino}cyclohexanecarboxylate), CC(=O)O (AcOH), C(=O)(O)[O-].[Na+] (NaHCO3). The solvent is xylenes. Yields the product FC=1C=C(C=C(C1)F)[C@@]1(CNC2(C(N1)=O)CCCCC2)C ((3R)-3-(3,5-Difluorophenyl)-3-methyl-1,4-diazaspiro[5.5]undecan-5-one). RXN SMILES: [NH2:1][C:2]([C:16]1[CH:21]=[C:20]([F:22])[CH:19]=[C:18]([F:23])[CH:17]=1)([CH3:15])[CH2:3][NH:4][C:5]1([C:11](OC)=[O:12])[CH2:10][CH2:9][CH2:8][CH2:7][CH2:6]1.CC(O)=O.C([O-])(O)=O.[Na+]>>[F:23][C:18]1[CH:17]=[C:16]([C@@:2]2([CH3:15])[NH:1][C:11](=[O:12])[C:5]3([CH2:10][CH2:9][CH2:8][CH2:7][CH2:6]3)[NH:4][CH2:3]2)[CH:21]=[C:20]([F:22])[CH:19]=1 |f:2.3|. Procedure: A solution of methyl 1-{[2-amino-2-(3,5-difluorophenyl)propyl]amino}cyclohexanecarboxylate from Step F (205 mg, 0.628 mmol), and AcOH (0.36 mL, 6.28 mmol) in xylenes (5 mL) was heated at 80° C. for 3 h, allowed to cool, then poured into saturated aqueous NaHCO3 (5 mL). The resulting mixture was extracted with EtOAc (2×10 mL). The combined organic extracts were dried over Na2SO4, filtered, and concentrated under reduced pressure. The crude product was purified by silica gel chromatography, elutin... As a reaction SMILES: [OH-].[K+].[NH:3]1[C:11]2[C:6](=[CH:7][CH:8]=[CH:9][CH:10]=2)[CH:5]=[CH:4]1.C[O:13][C:14](=[O:18])[CH2:15][CH2:16]Br.O>CS(C)=O>[N:3]1([CH2:16][CH2:15][C:14]([OH:18])=[O:13])[C:11]2[C:6](=[CH:7][CH:8]=[CH:9][CH:10]=2)[CH:5]=[CH:4]1 |f:0.1|. Procedure: KOH (11.5 g, 0.2 mol.) was added to a solution of indole (5.0 g, 40.0 mmol.) and 3-bromopropionic acid methyl ester (4.37 ml, 40 mmol.) in DMSO (35 ml), and stirring was carried out for 24 h at RT. For working up, water (50 ml) was added to the mixture, washing was carried out with ether (5×20 ml), and the aqueous phase was adjusted to pH 4 with 1M HCl and extracted with ether (5×20 ml). The combined extracts were dried, filtered and concentrated. Chromatography with methanol yielded 3-indol-1-y... Run in CS(=O)C (DMSO). Product: N1(C=CC2=CC=CC=C12)CCC(=O)O (3-indol-1-ylpropionic acid). Conditions: time 24 hour. Reactants: O (water), [OH-].[K+] (KOH), N1C=CC2=CC=CC=C12 (indole), COC(CCBr)=O (3-bromopropionic acid methyl ester). Reactants: C1(CC1)N1C=C(C(C2=CC(=C(C(=C12)CO)N1CCN(CC1)C)F)=O)C(=O)OCC (ethyl 1-cyclopropyl-7-(4-methyl-1-piperazinyl)-6-fluoro-8-hydroxymethyl-1,4-dihydro-4-oxoquinoline-3-carboxylate), S(O)(O)(=O)=O (sulfuric acid), C(O)([O-])=O.[Na+] (sodium hydrogen carbonate). The solvent is CO (methanol). Yields the product C1(CC1)N1C=C(C(C2=CC(=C(C(=C12)COC)N1CCN(CC1)C)F)=O)C(=O)OC (methyl 1-cyclopropyl-7-(4-methyl-1-piperazinyl)-6-fluoro-8-methoxymethyl-1,4-dihydro-4-oxoquinoline-3-carboxylate). RXN SMILES: [CH:1]1([N:4]2[C:13]3[C:8](=[CH:9][C:10]([F:23])=[C:11]([N:16]4[CH2:21][CH2:20][N:19]([CH3:22])[CH2:18][CH2:17]4)[C:12]=3[CH2:14][OH:15])[C:7](=[O:24])[C:6]([C:25]([O:27][CH2:28]C)=[O:26])=[CH:5]2)[CH2:3][CH2:2]1.S(=O)(=O)(O)O.[C:35](=O)([O-])O.[Na+]>CO>[CH:1]1([N:4]2[C:13]3[C:8](=[CH:9][C:10]([F:23])=[C:11]([N:16]4[CH2:17][CH2:18][N:19]([CH3:22])[CH2:20][CH2:21]4)[C:12]=3[CH2:14][O:15][CH3:35])[C:7](=[O:24])[C:6]([C:25]([O:27][CH3:28])=[O:26])=[CH:5]2)[CH2:2][CH2:3]1 |f:2.3|. Procedure: To a solution of ethyl 1-cyclopropyl-7-(4-methyl-1-piperazinyl)-6-fluoro-8-hydroxymethyl-1,4-dihydro-4-oxoquinoline-3-carboxylate (160 mg) in methanol (10 ml) is added conc. sulfuric acid (2 ml), and the mixture is refluxed for 6.5 hours. The reaction mixture is adjusted to below pH 8 with aqueous saturated sodium hydrogen carbonate and extracted with dichloromethane. The extract is washed with aqueous saturated sodium chloride and then dried over magnesium sulfate and the solvent is distilled o... Starting materials: C([O-])([O-])=O.[Na+].[Na+] (Sodium carbonate), BrC=1C=CC(=NC1)N1C[C@@]2(CCN(C2=O)[C@@H]2CC[C@H](CC2)O)CCC1 ((5S)-7-(5-bromopyridin-2-yl)-2-(trans-4-hydroxycyclohexyl)-2,7-diazaspiro[4.5]decan-1-one), O[C@@H]1CC[C@H](CC1)N1C([C@@]2(CC1)CNCCC2)=O ((5S)-2-(trans-4-hydroxycyclohexyl)-2,7-diazaspiro[4.5]decan-1-one), N1=CC=C(C=C1)B(O)O (4-pyridinylboronic acid), C1(=CC=CC=C1)C (toluene), C(C)O (ethanol). The reagents and catalysts are [Pd].C1(=CC=CC=C1)P(C1=CC=CC=C1)C1=CC=CC=C1.C1(=CC=CC=C1)P(C1=CC=CC=C1)C1=CC=CC=C1.C1(=CC=CC=C1)P(C1=CC=CC=C1)C1=CC=CC=C1.C1(=CC=CC=C1)P(C1=CC=CC=C1)C1=CC=CC=C1 (tetrakis(triphenylphosphine) palladium(0)). Solvent: O (water), CN1CCCC1=O (NMP). Run at temperature 120 celsius. Product: N1=CC(=CC=C1N1C[C@@]2(CCN(C2=O)[C@@H]2CC[C@H](CC2)O)CCC1)C1=CC=NC=C1 ((5S)-7-(3,4′-Bipyridin-6-yl)-2-(trans-4-hydroxycyclohexyl)-2,7-diazaspiro[4.5]decan-1-one). RXN SMILES: C(=O)([O-])[O-].[Na+].[Na+].Br[C:8]1[CH:9]=[CH:10][C:11]([N:14]2[CH2:31][CH2:30][CH2:29][C@@:16]3([C:20](=[O:21])[N:19]([C@H:22]4[CH2:27][CH2:26][C@H:25]([OH:28])[CH2:24][CH2:23]4)[CH2:18][CH2:17]3)[CH2:15]2)=[N:12][CH:13]=1.O[C@H]1CC[C@H](N2CC[C@:41]3([CH2:48][CH2:47][CH2:46][NH:45][CH2:44]3)C2=O)CC1.N1C=CC(B(O)O)=CC=1.C1(C)C=CC=CC=1.C(O)C>O.CN1C(=O)CCC1.[Pd].C1(P(C2C=CC=CC=2)C2C=CC=CC=2)C=CC=CC=1.C1(P(C2C=CC=CC=2)C2C=CC=CC=2)C=CC=CC=1.C1(P(C2C=CC=CC=2)C2C=CC=CC=2)C=CC=CC=1.C1(P(C2C=CC=CC=2)C2C=CC=CC=2)C=CC=CC=1>[N:12]1[C:11]([N:14]2[CH2:31][CH2:30][CH2:29][C@@:16]3([C:20](=[O:21])[N:19]([C@H:22]4[CH2:27][CH2:26][C@H:25]([OH:28])[CH2:24][CH2:23]4)[CH2:18][CH2:17]3)[CH2:15]2)=[CH:10][CH:9]=[C:8]([C:48]2[CH:47]=[CH:46][N:45]=[CH:44][CH:41]=2)[CH:13]=1 |f:0.1.2,10.11.12.13.14|. Procedure: Sodium carbonate (10.6 mg, 0.000100 mol) in water (0.10 mL) was added to a mixture of (5S)-7-(5-bromopyridin-2-yl)-2-(trans-4-hydroxycyclohexyl)-2,7-diazaspiro[4.5]decan-1-one (20.4 mg, 0.0000500 mol) which was prepared by using a procedure that was analogous to the one described for the synthesis of example 93 starting from (5S)-2-(trans-4-hydroxycyclohexyl)-2,7-diazaspiro[4.5]decan-1-one in NMP (0.25 mL), 4-pyridinylboronic acid (9.22 mg, 0.0000750 mol) and tetrakis(triphenylphosphine) palladi... Reactants: CCOC(C)OCC#CC(=O)c1ccc(C)cc1, Cl, C1CCOC1. Product: Cc1ccc(C(=O)C#CCO)cc1. Reaction SMILES: [CH2:1]([O:2][CH:3]([CH3:4])[O:6][CH2:7][C:8]#[C:9][C:10](=[O:11])[c:12]1[cH:13][cH:14][c:15]([CH3:18])[cH:16][cH:17]1)[CH3:5].[ClH:19].[O:20]1[CH2:21][CH2:22][CH2:23][CH2:24]1>>[OH:6][CH2:7][C:8]#[C:9][C:10](=[O:11])[c:12]1[cH:13][cH:14][c:15]([CH3:18])[cH:16][cH:17]1. The reactants are CC(C)(C)OC(=O)NC(C)(CCCO)C(=O)O, ClCCCl, CN(C)C=O. Product: CC(C)(C)OC(=O)NC1(C)CCCOC1=O. Reaction SMILES: [C:1]([CH3:2])([CH3:3])([CH3:4])[O:5][C:6](=[O:7])[NH:8][C:9]([C:10](=[O:11])[OH:12])([CH2:13][CH2:14][CH2:15][OH:16])[CH3:17].[CH2:18]([Cl:19])[CH2:20][Cl:21].[O:22]=[CH:23][N:24]([CH3:25])[CH3:26]>>[C:1]([CH3:2])([CH3:3])([CH3:4])[O:5][C:6](=[O:7])[NH:8][C:9]1([CH3:17])[C:10](=[O:11])[O:16][CH2:15][CH2:14][CH2:13]1. Reactants: solution, C(C)(C)(C)[Li] (tert-butyllithium), CCCCC (pentane), p-tolylaldehyde, BrC=1C=C2C(=NC1)N(CC2)[Si](C)(C)C(C)(C)C (5-Bromo-1-(tert-butyl-dimethyl-silanyl)-2,3-dihydro-1H-pyrrolo[2,3-b]pyridine), CCOCC (Et2O). The product is N1CCC=2C1=NC=C(C2)C(O)C2=CC=C(C=C2)C ((2,3-Dihydro-1H-pyrrolo[2,3-b]pyridin-5-yl)-p-tolyl-methanol). The yield is 19.0%. RXN SMILES: Br[C:2]1[CH:3]=[C:4]2[CH2:10][CH2:9][N:8]([Si](C(C)(C)C)(C)C)[C:5]2=[N:6][CH:7]=1.[C:18]([Li])([CH3:21])(C)C.[CH3:23][CH2:24][CH2:25][CH2:26][CH3:27].C[CH2:29][O:30]CC>>[NH:8]1[C:5]2=[N:6][CH:7]=[C:2]([CH:29]([C:25]3[CH:26]=[CH:27][C:18]([CH3:21])=[CH:23][CH:24]=3)[OH:30])[CH:3]=[C:4]2[CH2:10][CH2:9]1. Reported procedure: To a stirred and cooled (−78° C.) solution of the bromide 4 (100 mg, 0.32 mmol) in Et2O (1.8 mL) was added dropwise 1.5 M solution of tert-butyllithium in pentane (0.45 mL, 0.67 mmol). The mixture was stirred for an additional 0.6 h at −78° C., p-tolylaldehyde (0.04 mL, 0.32 mmol) was added, and the mixture slowly allowed to warm to r.t. After 18 h the mixture was partitioned between AcOEt-brine. The aqueous layer was extracted with AcOEt (2×). The combined organic solutions were dried (MgSO4), ... Reactants: BrCCCC(=O)OC1=C(C(=CC(=C1)C)C)C(CC=O)(C)C (3-[2-(4-bromobutyryloxy)-4,6-dimethylphenyl]-3,3-dimethylpropanal), [Mn](=O)(=O)(=O)[O-].[K+] (potassium permanganate), Cl (hydrochloric acid). Solvent: CC(=O)C (acetone), O (water), O (water), CC(=O)C (acetone). Conditions: time 24 hour. The product is BrCCCC(=O)OC1=C(C(=CC(=C1)C)C)C(CC(=O)O)(C)C (3-[2-(4-bromobutyryloxy)-4,6-dimethylphenyl]-3,3-dimethylpropionic acid). Yield: 114.9%. RXN SMILES: [Mn]([O-])(=O)(=O)=[O:2].[K+].[Br:7][CH2:8][CH2:9][CH2:10][C:11]([O:13][C:14]1[CH:19]=[C:18]([CH3:20])[CH:17]=[C:16]([CH3:21])[C:15]=1[C:22]([CH3:27])([CH3:26])[CH2:23][CH:24]=[O:25])=[O:12].Cl>O.CC(C)=O>[Br:7][CH2:8][CH2:9][CH2:10][C:11]([O:13][C:14]1[CH:19]=[C:18]([CH3:20])[CH:17]=[C:16]([CH3:21])[C:15]=1[C:22]([CH3:27])([CH3:26])[CH2:23][C:24]([OH:2])=[O:25])=[O:12] |f:0.1|. Procedure details: A solution of 1 g of potassium permanganate in a mixture of 46 cm3 of distilled water and 30 cm3 of acetone is added dropwise, at 20° C., to 2.3 g of 3-[2-(4-bromobutyryloxy)-4,6-dimethylphenyl]-3,3-dimethylpropanal in solution in 200 cm3 of acetone. After stirring for 24 hours, the reaction mixture is supplemented with 100 cm3 of distilled water, acidified to pH 1-2 by addition of a 1 N aqeuous hydrochloric acid solution, and then extracted with five times 100 cm3 of dichloromethane. The organi...